This data is from the Open Reaction Database (ORD), a public repository of structured organic reaction records. The task is: describe an organic reaction: reactants, conditions, products, and yield The reactants are B, COCc1cccc(C(=O)c2nc(OC)cc(OC)n2)c1N, [Na], C1CCOC1, O. Product: COCc1cccc(C(O)c2nc(OC)cc(OC)n2)c1N. RXN SMILES: [BH3:28].[CH3:1][O:2][c:3]1[n:4][c:5]([C:11](=[O:12])[c:13]2[c:14]([NH2:15])[c:16]([CH2:20][O:21][CH3:22])[cH:17][cH:18][cH:19]2)[n:6][c:7]([O:9][CH3:10])[cH:8]1.[Na:29].[O:23]1[CH2:24][CH2:25][CH2:26][CH2:27]1.[OH2:30]>>[CH3:1][O:2][c:3]1[n:4][c:5]([CH:11]([OH:12])[c:13]2[c:14]([NH2:15])[c:16]([CH2:20][O:21][CH3:22])[cH:17][cH:18][cH:19]2)[n:6][c:7]([O:9][CH3:10])[cH:8]1. The reactants are F[B-](F)(F)F, CC(=O)O, CCN(C(C)C)C(C)C, Cl, Cl, Cl, [Na+], NC1CCC(CCN2CCN(c3nccc4c3OCC4)CC2)CC1, CN(C)C=O, [OH-], CN(C)C(On1nnc2ccccc21)=[N+](C)C. Product: CC(=O)NC1CCC(CCN2CCN(c3nccc4c3OCC4)CC2)CC1. As a reaction SMILES: [B-:41]([F:42])([F:43])([F:44])[F:45].[CH3:37][C:38]([OH:39])=[O:40].[CH:28]([N:29]([CH2:30][CH3:31])[CH:32]([CH3:33])[CH3:34])([CH3:35])[CH3:36].[ClH:1].[ClH:2].[ClH:3].[Na+:64].[O:4]1[CH2:5][CH2:6][c:7]2[c:8]1[c:9]([N:13]1[CH2:14][CH2:15][N:16]([CH2:19][CH2:20][CH:21]3[CH2:22][CH2:23][CH:24]([NH2:27])[CH2:25][CH2:26]3)[CH2:17][CH2:18]1)[n:10][cH:11][cH:12]2.[O:65]=[CH:66][N:67]([CH3:68])[CH3:69].[OH-:63].[n:46]1([O:47][C:48]([N:49]([CH3:50])[CH3:51])=[N+:52]([CH3:53])[CH3:54])[c:55]2[cH:56][cH:57][cH:58][cH:59][c:60]2[n:61][n:62]1>>[O:4]1[CH2:5][CH2:6][c:7]2[c:8]1[c:9]([N:13]1[CH2:14][CH2:15][N:16]([CH2:19][CH2:20][CH:21]3[CH2:22][CH2:23][CH:24]([NH:27][C:38]([CH3:37])=[O:39])[CH2:25][CH2:26]3)[CH2:17][CH2:18]1)[n:10][cH:11][cH:12]2. Starting materials: BrCC1=C(C(=O)OCC)C=CN=C1Cl (ethyl 3-(bromomethyl)-2-chloroisonicotinate), Cl.CC=1C=C(C=CC1OCC(F)(F)F)C(C)N (1-(3-methyl-4-(2,2,2-trifluoroethoxy)phenyl)ethanamine hydrochloride). Yields the product ClC1=NC=CC2=C1CN(C2=O)C(C)C2=CC(=C(C=C2)OCC(F)(F)F)C (4-chloro-2-(1-(3-methyl-4-(2,2,2-trifluoroethoxy)phenyl)ethyl)-2,3-dihydro-1H-pyrrolo[3,4-c]pyridin-1-one). Isolated yield 97.0%. RXN SMILES: Br[CH2:2][C:3]1[C:13]([Cl:14])=[N:12][CH:11]=[CH:10][C:4]=1[C:5]([O:7]CC)=O.Cl.[CH3:16][C:17]1[CH:18]=[C:19]([CH:29]([NH2:31])[CH3:30])[CH:20]=[CH:21][C:22]=1[O:23][CH2:24][C:25]([F:28])([F:27])[F:26]>>[Cl:14][C:13]1[C:3]2[CH2:2][N:31]([CH:29]([C:19]3[CH:20]=[CH:21][C:22]([O:23][CH2:24][C:25]([F:26])([F:27])[F:28])=[C:17]([CH3:16])[CH:18]=3)[CH3:30])[C:5](=[O:7])[C:4]=2[CH:10]=[CH:11][N:12]=1 |f:1.2|. Reported procedure: The title compound is prepared in 97% yield (467 mg, white solid) from ethyl 3-(bromomethyl)-2-chloroisonicotinate (350 mg, 1.26 mmol) and 1-(3-methyl-4-(2,2,2-trifluoroethoxy)phenyl)ethanamine hydrochloride (373 mg, 1.38 mmol, Amine-69, single enantiomer) in a similar manner to Intermediate-2. The reactants are FCN1C(=NC2=C1C=CC=C2)C (1-fluoromethyl-2-methylbenzimidazole), [Se](=O)=O (selenium dioxide). Solvent: O1CCOCC1 (dioxane). The product is FCN1C(=NC2=C1C=CC=C2)C=O (1-fluoromethylbenzimidazole-2-carboxaldehyde). Isolated yield 82.8%. Reaction SMILES: [F:1][CH2:2][N:3]1[C:7]2[CH:8]=[CH:9][CH:10]=[CH:11][C:6]=2[N:5]=[C:4]1[CH3:12].[Se](=O)=[O:14]>O1CCOCC1>[F:1][CH2:2][N:3]1[C:7]2[CH:8]=[CH:9][CH:10]=[CH:11][C:6]=2[N:5]=[C:4]1[CH:12]=[O:14]. Procedure: Using the procedure of Example 10B and starting with 2.87 g of 1-fluoromethyl-2-methylbenzimidazole and 1.94 g of selenium dioxide in 50 ml of dioxane, 2.58 g of the desired product was isolated. Solvent: C(C)N(CC)CC (triethylamine). Procedure: To 100 ml of a dried dichloromethane solution containing 2.67 g of oxalyl chloride was added dropwise at -50° C. 20 ml of a dichloromethane solution containing 1.64 g of dimethylsulfoxide. The mixture was allowed to stand for 5 minutes. To the mixture was added dropwise over a period of 10 minutes, while maintaining the temperature at -55° C., 40 ml of a dried dichloromethane solution containing 5.84 g of 1-(5-isoquinolinesulfonyl)-4-hydroxypiperidine as obtained in Example 7, followed by stirri... Yield: 89.0%. Product: C1=NC=CC=2C(=CC=CC12)S(=O)(=O)N1CCC(CC1)=O (1-(5-isoquinolinesulfonyl)-4-piperidone). Reaction conditions: temperature -55 celsius, time 5 minute. Reaction SMILES: ClCCl.C(Cl)(=O)C(Cl)=O.CS(C)=O.[CH:14]1[C:23]2[CH:22]=[CH:21][CH:20]=[C:19]([S:24]([N:27]3[CH2:32][CH2:31][CH:30]([OH:33])[CH2:29][CH2:28]3)(=[O:26])=[O:25])[C:18]=2[CH:17]=[CH:16][N:15]=1>C(N(CC)CC)C>[CH:14]1[C:23]2[CH:22]=[CH:21][CH:20]=[C:19]([S:24]([N:27]3[CH2:32][CH2:31][C:30](=[O:33])[CH2:29][CH2:28]3)(=[O:25])=[O:26])[C:18]=2[CH:17]=[CH:16][N:15]=1. Reactants: ClCCl (dichloromethane), C1=NC=CC=2C(=CC=CC12)S(=O)(=O)N1CCC(CC1)O (1-(5-isoquinolinesulfonyl)-4-hydroxypiperidine), ClCCl (dichloromethane), C(C(=O)Cl)(=O)Cl (oxalyl chloride), ClCCl (dichloromethane), CS(=O)C (dimethylsulfoxide).